This data is from the Open Reaction Database (ORD), a public repository of structured organic reaction records. The task is: describe an organic reaction: reactants, conditions, products, and yield Reactants: CCCCCN(CCCCC)C(=O)C(CCC(=O)OC)CS(=O)c1ccc(C)cc1, O=C(OO)c1cccc(Cl)c1, ClCCl, [Na+], [Na+], O=S([O-])[O-]. Yields the product CCCCCN(CCCCC)C(=O)C(CCC(=O)OC)CS(=O)(=O)c1ccc(C)cc1. RXN SMILES: [CH2:1]([CH2:2][CH2:3][CH2:4][CH3:5])[N:6]([C:7](=[O:8])[CH:9]([CH2:10][CH2:11][C:12](=[O:13])[O:14][CH3:15])[CH2:16][S:17](=[O:18])[c:19]1[cH:20][cH:21][c:22]([CH3:25])[cH:23][cH:24]1)[CH2:26][CH2:27][CH2:28][CH2:29][CH3:30].[Cl:31][c:32]1[cH:33][cH:34][cH:35][c:36]([C:37]([O:38][OH:40])=[O:39])[cH:41]1.[Cl:48][CH2:49][Cl:50].[Na+:46].[Na+:47].[S:42]([O-:43])([O-:44])=[O:45]>>[CH2:1]([CH2:2][CH2:3][CH2:4][CH3:5])[N:6]([C:7](=[O:8])[CH:9]([CH2:10][CH2:11][C:12](=[O:13])[O:14][CH3:15])[CH2:16][S:17](=[O:18])([c:19]1[cH:20][cH:21][c:22]([CH3:25])[cH:23][cH:24]1)=[O:39])[CH2:26][CH2:27][CH2:28][CH2:29][CH3:30]. The reactants are C[Mg]Br (methyl magnesium bromide), CC(CC(=O)C1=CC=C(C=O)C=C1)(C)C (4-(3,3-dimethyl-butyryl)-benzaldehyde), O (water). Solvent: C1CCOC1 (THF), CCOC(=O)C (EtOAc). Run at temperature -10 celsius. The product is OC(C)C1=CC=C(C=C1)C(CC(C)(C)C)=O (1-[4-(1-Hydroxyethyl)-phenyl]-3,3-dimethylbutan-1-one). The yield is 84.2%. Reaction SMILES: [CH3:1][C:2]([CH3:15])([CH3:14])[CH2:3][C:4]([C:6]1[CH:13]=[CH:12][C:9]([CH:10]=[O:11])=[CH:8][CH:7]=1)=[O:5].[CH3:16][Mg]Br.O>C1COCC1.CCOC(C)=O>[OH:11][CH:10]([C:9]1[CH:8]=[CH:7][C:6]([C:4](=[O:5])[CH2:3][C:2]([CH3:15])([CH3:14])[CH3:1])=[CH:13][CH:12]=1)[CH3:16]. Procedure details: Dissolve 4-(3,3-dimethyl-butyryl)-benzaldehyde (1.67 g, 8.186 mmol) in anhydrous THF (20 mL) and cool the solution at −10° C. Add methyl magnesium bromide (2.7 mL, 8.186 mmol, 3M solution in diethyl ether) and stir the mixture for 30 min. Add water at 0° C., dilute with EtOAc and extract the aqueous layer three times with EtOAc. Dry the combined organic extracts over Na2SO4, filter through a short pad of silica gel and concentrate in vacuo to give the desired intermediate as yellow oil (1.519 g,...